This data is from the Open Reaction Database (ORD), a public repository of structured organic reaction records. The task is: describe an organic reaction: reactants, conditions, products, and yield Starting materials: C(C1=CC(=O)NC(=O)N1)(=O)O (Orotic acid), C(C1=CC(=O)NC(=O)N1)(=O)O (orotic acid), ClC=1C=CC2=C([C@H](CNCC2)C)C1 ((R)-8-chloro-1-methyl-2,3,4,5-tetrahydro-1H-3-benzazepine), CC(=O)C (acetone). The solvent is C(C)(C)O (isopropanol), C(C)(=O)OCC (ethyl acetate). Reaction conditions: time 8 hour. Yields the product C(C1=CC(=O)NC(=O)N1)(=O)O.ClC=1C=CC2=C([C@H](CNCC2)C)C1 ((R)-8-Chloro-1-methyl-2,3,4,5-tetrahydro-1H-3-benzazepine orotate salt). As a reaction SMILES: [C:1]([OH:11])(=[O:10])[C:2]1[NH:9][C:7](=[O:8])[NH:6][C:4](=[O:5])[CH:3]=1.[Cl:12][C:13]1[CH:14]=[CH:15][C:16]2[CH2:22][CH2:21][NH:20][CH2:19][C@H:18]([CH3:23])[C:17]=2[CH:24]=1.CC(C)=O>C(O)(C)C.C(OCC)(=O)C>[C:1]([OH:11])(=[O:10])[C:2]1[NH:9][C:7](=[O:8])[NH:6][C:4](=[O:5])[CH:3]=1.[Cl:12][C:13]1[CH:14]=[CH:15][C:16]2[CH2:22][CH2:21][NH:20][CH2:19][C@H:18]([CH3:23])[C:17]=2[CH:24]=1 |f:5.6|. Reported procedure: (R)-8-Chloro-1-methyl-2,3,4,5-tetrahydro-1H-3-benzazepine orotate salt was prepared by addition of one equivalent of orotic acid to a solution of (R)-8-chloro-1-methyl-2,3,4,5-tetrahydro-1H-3-benzazepine in isopropanol, ethyl acetate, or acetone at 60° C. Orotic acid, at 60° C., was added drop-wise, in the corresponding solvent, with vigorous stirring. Precipitation occurred immediately and the suspension was allowed to cool and stir overnight. The resulting solid was recovered by filtration and... Reactants: ClC1=C(N)C(=CC(=C1)Cl)Cl (2,4,6-trichloroaniline), ClC(=O)OC(Cl)(Cl)Cl (trichloromethyl chloroformate), C(CCCCCCC)C1=CC=C(N)C=C1 (4-octylaniline). The solvent is C(Cl)Cl (methylene chloride), C(Cl)Cl (methylene chloride). Conditions: time 2 hour. Yields the product C(CCCCCCC)C1=CC=C(C=C1)NC(=O)NC1=C(C=C(C=C1Cl)Cl)Cl (1-(4-octylphenyl)-3-(2,4,6-trichlorophenyl)urea). Isolated yield 44.7%. As a reaction SMILES: [Cl:1][C:2]1[CH:8]=[C:7]([Cl:9])[CH:6]=[C:5]([Cl:10])[C:3]=1[NH2:4].ClC([O:14][C:15](Cl)(Cl)Cl)=O.[CH2:19]([C:27]1[CH:33]=[CH:32][C:30]([NH2:31])=[CH:29][CH:28]=1)[CH2:20][CH2:21][CH2:22][CH2:23][CH2:24][CH2:25][CH3:26]>C(Cl)Cl>[CH2:19]([C:27]1[CH:28]=[CH:29][C:30]([NH:31][C:15]([NH:4][C:3]2[C:2]([Cl:1])=[CH:8][C:7]([Cl:9])=[CH:6][C:5]=2[Cl:10])=[O:14])=[CH:32][CH:33]=1)[CH2:20][CH2:21][CH2:22][CH2:23][CH2:24][CH2:25][CH3:26]. Procedure: A 10 ml methylene chloride solution of 1.0 g (5.09 mmol) of 2,4,6-trichloroaniline was added dropwise over 2 minutes to a 10 ml methylene chloride solution of 0.6 ml (4.97 mmol) of trichloromethyl chloroformate cooled to 5°-6° C. After stirring at 5°-6° C. for 2 hours, the mixture was added with 1.04 g (5.06 mmol) of 4-octylaniline and then stirred at room temperature for 16 hours. The reaction mixture was extracted with chloroform, and washed with an aqueous saturated solution of sodium hydroge...